From a dataset of the Open Reaction Database (ORD), a public repository of structured organic reaction records. describe an organic reaction: reactants, conditions, products, and yield The reactants are CC(=O)Nc1[nH]cc(-c2ccc(N)cc2)c1C(N)=O, O=C=Nc1ccc(OC(F)(F)F)cc1. Yields the product CC(=O)Nc1[nH]cc(-c2ccc(NC(=O)Nc3ccc(OC(F)(F)F)cc3)cc2)c1C(N)=O. RXN SMILES: [C:15]([CH3:16])(=[O:17])[NH:18][c:19]1[nH:20][cH:21][c:22](-[c:27]2[cH:28][cH:29][c:30]([NH2:33])[cH:31][cH:32]2)[c:23]1[C:24](=[O:25])[NH2:26].[F:1][C:2]([O:3][c:4]1[cH:5][cH:6][c:7]([N:10]=[C:11]=[O:12])[cH:8][cH:9]1)([F:13])[F:14]>>[F:1][C:2]([O:3][c:4]1[cH:5][cH:6][c:7]([NH:10][C:11](=[O:12])[NH:33][c:30]2[cH:29][cH:28][c:27](-[c:22]3[cH:21][nH:20][c:19]([NH:18][C:15]([CH3:16])=[O:17])[c:23]3[C:24](=[O:25])[NH2:26])[cH:32][cH:31]2)[cH:8][cH:9]1)([F:13])[F:14]. Reaction SMILES: [C:25](=[O:26])([O-:27])[O-:28].[C:31]([P:32]([C:33]([CH3:34])([CH3:35])[CH3:36])[CH2:37][Si:38]([CH3:39])([CH3:40])[CH3:41])([CH3:42])([CH3:43])[CH3:44].[CH3:1][Si:2]([c:3]1[cH:4][cH:5][c:6]([B:9]([OH:10])[OH:11])[cH:7][cH:8]1)([CH3:12])[CH3:13].[CH:47](=[CH:48][C:49]([CH:50]=[CH:51][c:52]1[cH:53][cH:54][cH:55][cH:56][cH:57]1)=[O:58])[c:59]1[cH:60][cH:61][cH:62][cH:63][cH:64]1.[CH:65](=[CH:66][C:67]([CH:68]=[CH:69][c:70]1[cH:71][cH:72][cH:73][cH:74][cH:75]1)=[O:76])[c:77]1[cH:78][cH:79][cH:80][cH:81][cH:82]1.[CH:83](=[CH:84][C:85]([CH:86]=[CH:87][c:88]1[cH:89][cH:90][cH:91][cH:92][cH:93]1)=[O:94])[c:95]1[cH:96][cH:97][cH:98][cH:99][cH:100]1.[Cl:14][c:15]1[n:16][cH:17][cH:18][c:19]2[cH:20][cH:21][cH:22][cH:23][c:24]12.[Cs+:29].[Cs+:30].[O:101]1[CH2:102][CH2:103][O:104][CH2:105][CH2:106]1.[Pd:45].[Pd:46]>>[CH3:1][Si:2]([c:3]1[cH:4][cH:5][c:6](-[c:15]2[n:16][cH:17][cH:18][c:19]3[cH:20][cH:21][cH:22][cH:23][c:24]23)[cH:7][cH:8]1)([CH3:12])[CH3:13]. The reactants are O=C([O-])[O-], CC(C)(C)P(C[Si](C)(C)C)C(C)(C)C, C[Si](C)(C)c1ccc(B(O)O)cc1, O=C(C=Cc1ccccc1)C=Cc1ccccc1, O=C(C=Cc1ccccc1)C=Cc1ccccc1, O=C(C=Cc1ccccc1)C=Cc1ccccc1, Clc1nccc2ccccc12, [Cs+], [Cs+], C1COCCO1, [Pd], [Pd]. The product is C[Si](C)(C)c1ccc(-c2nccc3ccccc23)cc1. Reaction SMILES: CN(C)CCCN=C=NCC.[CH3:12][O:13][CH2:14][CH2:15][NH:16][C:17]1[CH:22]=[CH:21][C:20]([C:23]2[CH:28]=[CH:27][CH:26]=[CH:25][CH:24]=2)=[CH:19][C:18]=1[N+:29]([O-])=O.[N:32]([C:35]1[CH:44]=[CH:43][C:38]([C:39]([O:41][CH3:42])=[O:40])=[CH:37][CH:36]=1)=[C:33]=S>O1CCCC1.C(OCC)(=O)C>[CH3:12][O:13][CH2:14][CH2:15][N:16]1[C:17]2[CH:22]=[CH:21][C:20]([C:23]3[CH:28]=[CH:27][CH:26]=[CH:25][CH:24]=3)=[CH:19][C:18]=2[N:29]=[C:33]1[NH:32][C:35]1[CH:44]=[CH:43][C:38]([C:39]([O:41][CH3:42])=[O:40])=[CH:37][CH:36]=1. The product is COCCN1C(=NC2=C1C=CC(=C2)C2=CC=CC=C2)NC2=CC=C(C(=O)OC)C=C2 (methyl 4-(1-(2-methoxyethyl)-5-phenyl-1H-benzo[d]imidazol-2-ylamino)benzoate). Run in O1CCCC1 (tetrahydrofuran), C(C)(=O)OCC (ethyl acetate). Yield: 55.6%. Procedure details: N-(3-Dimethylaminopropyl)-N′-ethylcarbodiimide (EDC, 200 mg, 1.44 mg) is added to a solution of N-(2-methoxyethyl)-3-nitrobiphenyl-4-amine (119 mg, 0.48 mmol) and methyl 4-isothiocyanatobenzoate (83 mg, 0.43 mmol) in tetrahydrofuran. The reaction may reflux for an appropriate time period, such as 2 hours and cooled. The mixture may be diluted with ethyl acetate, filtered and concentrated. The residue may be purified by any appropriate method including Biotage column chromatography to give methyl... Reactants: CN(CCCN=C=NCC)C (N-(3-Dimethylaminopropyl)-N′-ethylcarbodiimide), COCCNC1=C(C=C(C=C1)C1=CC=CC=C1)[N+](=O)[O-] (N-(2-methoxyethyl)-3-nitrobiphenyl-4-amine), N(=C=S)C1=CC=C(C(=O)OC)C=C1 (methyl 4-isothiocyanatobenzoate). Reactants: C([O-])([O-])=O.[K+].[K+] (potassium carbonate), OC1=CC=2N(C(C=C(N2)N2CCOCC2)=O)C=C1 (8-Hydroxy-2-morpholinyl-4H-pyrido[1,2-a]pyrimidin-4-one), ClC1=C(CBr)C=CC=C1 (2-chlorobenzylbromide). Solvent: C(C)#N (acetonitrile). Reaction conditions: temperature 80 celsius, time 8 hour. The product is ClC1=C(C=CC=C1)COC1=CC=2N(C(C=C(N2)N2CCOCC2)=O)C=C1 (8-(2-chlorophenyl)methoxy-2-morpholinyl-4H-pyrido[1,2-a]pyrimidin-4-one). The yield is 38.1%. As a reaction SMILES: [OH:1][C:2]1[CH:18]=[CH:17][N:5]2[C:6](=[O:16])[CH:7]=[C:8]([N:10]3[CH2:15][CH2:14][O:13][CH2:12][CH2:11]3)[N:9]=[C:4]2[CH:3]=1.C(=O)([O-])[O-].[K+].[K+].[Cl:25][C:26]1[CH:33]=[CH:32][CH:31]=[CH:30][C:27]=1[CH2:28]Br>C(#N)C>[Cl:25][C:26]1[CH:33]=[CH:32][CH:31]=[CH:30][C:27]=1[CH2:28][O:1][C:2]1[CH:18]=[CH:17][N:5]2[C:6](=[O:16])[CH:7]=[C:8]([N:10]3[CH2:11][CH2:12][O:13][CH2:14][CH2:15]3)[N:9]=[C:4]2[CH:3]=1 |f:1.2.3|. Reported procedure: 8-Hydroxy-2-morpholinyl-4H-pyrido[1,2-a]pyrimidin-4-one (59 mg, 0.24 mmol) was dissolved in acetonitrile (10 ml) and then treated with anhydrous potassium carbonate (197 mg, 1.4 mmol) followed by 2-chlorobenzylbromide (46 mg, 0.29 mmol) and the mixture was stirred at 80° C. overnight. Upon cooling the mixture was adsorbed directly onto silica, then eluted through a silica column using ethyl acetate. The purified product was obtained as a tan solid (34 mg). The reactants are C(C)(=O)O (acetic acid), [H-].[Na+] (sodium hydride), CC1(O[C@H]([C@@H](O1)CO)CO)C ((+)-2,3-O-isopropylidene-L-threitol), C(C1=CC=CC=C1)Br (benzyl bromide). The solvent is CN(C=O)C (N,N-dimethylformamide). Conditions: time 1 hour. Yields the product C(C1=CC=CC=C1)OC[C@H]1[C@@H](OC(O1)(C)C)CO ({(4S,5S)-5-[(Benzyloxy)methyl]-2,2-dimethyl-1,3-dioxolan-4-yl}methanol). Yield: 73.2%. Reaction SMILES: [H-].[Na+].[CH3:3][C:4]1([CH3:13])[O:8][C@@H:7]([CH2:9][OH:10])[C@H:6]([CH2:11][OH:12])[O:5]1.[CH2:14](Br)[C:15]1[CH:20]=[CH:19][CH:18]=[CH:17][CH:16]=1.C(O)(=O)C>CN(C)C=O>[CH2:14]([O:12][CH2:11][C@@H:6]1[O:5][C:4]([CH3:13])([CH3:3])[O:8][C@H:7]1[CH2:9][OH:10])[C:15]1[CH:20]=[CH:19][CH:18]=[CH:17][CH:16]=1 |f:0.1|. Reported procedure: 7.71 g of sodium hydride (content: 60%) (193 mmol) was added portionwise to a solution of 30.92 g of (+)-2,3-O-isopropylidene-L-threitol (191 mmol) in N,N-dimethylformamide (285 ml) under a nitrogen atmosphere and under ice-cooling over 45 minutes, and the mixture was stirred at the same temperature for one hour. 23.8 ml of benzyl bromide (200 mmol) was added to the reaction mixture over 30 minutes, and the mixture was stirred at the same temperature for three hours. 2.2 ml of acetic acid (38 mm... Reactants: ClC1=CC=C(C=C1)C1=NC=2N(C(=C1)C)N=CC2I (5-(4-chloro-phenyl)-3-iodo-7-methyl-pyrazolo[1,5-a]pyrimidine), C(#C)C1=CC=C(S1)S(=O)(=O)N (5-ethynyl-thiophene-2-sulfonic acid amide). Yields the product ClC1=CC=C(C=C1)C1=NC=2N(C(=C1)C)N=CC2C#CC2=CC=C(S2)S(=O)(=O)N (5-[5-(4-Chloro-phenyl)-7-methyl-pyrazolo[1,5-a]pyrimidin-3-ylethynyl]-thiophene-2-sulfonic acid amide), solid. Yield: 44.0%. RXN SMILES: [Cl:1][C:2]1[CH:7]=[CH:6][C:5]([C:8]2[CH:13]=[C:12]([CH3:14])[N:11]3[N:15]=[CH:16][C:17](I)=[C:10]3[N:9]=2)=[CH:4][CH:3]=1.[C:19]([C:21]1[S:25][C:24]([S:26]([NH2:29])(=[O:28])=[O:27])=[CH:23][CH:22]=1)#[CH:20]>>[Cl:1][C:2]1[CH:7]=[CH:6][C:5]([C:8]2[CH:13]=[C:12]([CH3:14])[N:11]3[N:15]=[CH:16][C:17]([C:20]#[C:19][C:21]4[S:25][C:24]([S:26]([NH2:29])(=[O:28])=[O:27])=[CH:23][CH:22]=4)=[C:10]3[N:9]=2)=[CH:4][CH:3]=1. Procedure: The title compound was prepared from 5-(4-chloro-phenyl)-3-iodo-7-methyl-pyrazolo[1,5-a]pyrimidine (example 292) (185 mg, 0.5 mmol) and 5-ethynyl-thiophene-2-sulfonic acid amide (example D.3) (94 mg, 0.5 mmol) according to general procedure II. Obtained as a yellow solid (94 mg, 44%). MS (ISP) 429.5 [(M+H)+]. Starting materials: amino acids, CC[C@H](C)[C@@H]1[C@H](CC(=O)O[C@H](C(=O)[C@@H](C(=O)N[C@H](C(=O)N2CCC[C@H]2C(=O)N([C@H](C(=O)O[C@@H]([C@@H](C(=O)N1)NC(=O)[C@@H](CC(C)C)N(C)C(=O)[C@@H]3CCCN3C(=O)C(C)O)C)CC=4C=CC(=CC4)OC)C)CC(C)C)C)C(C)C)O (didemnin), amino acids. The solvent is Cl (HCl). Yields the product CC[C@H](C)[C@@H]1[C@H](CC(=O)O[C@H](C(=O)[C@@H](C(=O)N[C@H](C(=O)N2CCC[C@H]2C(=O)N([C@H](C(=O)O[C@@H]([C@@H](C(=O)N1)NC(=O)[C@@H](CC(C)C)NC)C)CC3=CC=C(C=C3)OC)C)CC(C)C)C)C(C)C)O (Didemnins). As a reaction SMILES: [CH3:1][CH2:2][C@@H:3]([C@H:5]1[NH:37][C:35](=[O:36])[C@@H:34]([NH:38][C:39]([C@H:41]([N:46](C([C@H]2N(C(C(O)C)=O)CCC2)=O)[CH3:47])[CH2:42][CH:43]([CH3:45])[CH3:44])=[O:40])[C@@H:33]([CH3:60])[O:32][C:30](=[O:31])[C@H:29]([CH2:61][C:62]2[CH:63]=[CH:64][C:65]([O:68][CH3:69])=[CH:66][CH:67]=2)[N:28]([CH3:70])[C:26](=[O:27])[C@H:25]2[N:21]([CH2:22][CH2:23][CH2:24]2)[C:19](=[O:20])[C@H:18]([CH2:71][CH:72]([CH3:74])[CH3:73])[NH:17][C:15](=[O:16])[C@@H:14]([CH3:75])[C:12](=[O:13])[C@H:11]([CH:76]([CH3:78])[CH3:77])[O:10][C:8](=[O:9])[CH2:7][C@@H:6]1[OH:79])[CH3:4]>Cl>[CH3:1][CH2:2][C@@H:3]([C@H:5]1[NH:37][C:35](=[O:36])[C@@H:34]([NH:38][C:39]([C@H:41]([NH:46][CH3:47])[CH2:42][CH:43]([CH3:44])[CH3:45])=[O:40])[C@@H:33]([CH3:60])[O:32][C:30](=[O:31])[C@H:29]([CH2:61][C:62]2[CH:67]=[CH:66][C:65]([O:68][CH3:69])=[CH:64][CH:63]=2)[N:28]([CH3:70])[C:26](=[O:27])[C@H:25]2[N:21]([CH2:22][CH2:23][CH2:24]2)[C:19](=[O:20])[C@H:18]([CH2:71][CH:72]([CH3:74])[CH3:73])[NH:17][C:15](=[O:16])[C@@H:14]([CH3:75])[C:12](=[O:13])[C@H:11]([CH:76]([CH3:78])[CH3:77])[O:10][C:8](=[O:9])[CH2:7][C@@H:6]1[OH:79])[CH3:4]. Procedure: The didemnin samples were hydrolyzed in 6N HCl at 110° C. for 24 hours. The resulting amino acids were identified by field desorption mass spectrometry (FDMS) of the mixture, as well as by gas chromatography (GC)/MS of the amino acids' trifluoroacetyl n-butyl ester derivatives. They were also quantitated by GC, and their identities confirmed by coinjection with derivatives of authentic samples.